From a dataset of the Open Reaction Database (ORD), a public repository of structured organic reaction records. describe an organic reaction: reactants, conditions, products, and yield Starting materials: petroleum ether ethyl acetate methanol, NC1=C(C=C(C=C1Cl)NC=1C2=C(N=CN1)C=NC(=N2)N[C@@H]2CC[C@H](CC2)C(=O)O)Cl (4-[(4-amino-3,5-dichlorophenyl)amino]-6-[(trans-4-carboxycyclohexyl)amino]pyrimido[5,4-d]pyrimidine), F[B-](F)(F)F.N1(N=NC2=C1C=CC=C2)OC(=[N+](C)C)N(C)C (O-(benzotriazol-1-yl)-N,N,N',N',-tetramethyluronium tetrafluoroborate), N1CCOCC1 (morpholine). Run in C(C)N(CC)CC (triethylamine). Product: NC1=C(C=C(C=C1Cl)NC=1C2=C(N=CN1)C=NC(=N2)N[C@@H]2CC[C@H](CC2)C(=O)N2CCOCC2)Cl (4-[(4-Amino-3,5-dichlorophenyl)amino]-6-[trans-4-(morpholinocarbonyl)cyclohexylamino]pyrimido[5,4-d]pyrimidine). As a reaction SMILES: [NH2:1][C:2]1[C:7]([Cl:8])=[CH:6][C:5]([NH:9][C:10]2[C:11]3[N:19]=[C:18]([NH:20][C@H:21]4[CH2:26][CH2:25][C@H:24]([C:27](O)=[O:28])[CH2:23][CH2:22]4)[N:17]=[CH:16][C:12]=3[N:13]=[CH:14][N:15]=2)=[CH:4][C:3]=1[Cl:30].F[B-](F)(F)F.N1(OC(N(C)C)=[N+](C)C)C2C=CC=CC=2N=N1.[NH:53]1[CH2:58][CH2:57][O:56][CH2:55][CH2:54]1>C(N(CC)CC)C>[NH2:1][C:2]1[C:7]([Cl:8])=[CH:6][C:5]([NH:9][C:10]2[C:11]3[N:19]=[C:18]([NH:20][C@H:21]4[CH2:22][CH2:23][C@H:24]([C:27]([N:53]5[CH2:58][CH2:57][O:56][CH2:55][CH2:54]5)=[O:28])[CH2:25][CH2:26]4)[N:17]=[CH:16][C:12]=3[N:13]=[CH:14][N:15]=2)=[CH:4][C:3]=1[Cl:30] |f:1.2|. Procedure: Prepared from 4-[(4-amino-3,5-dichlorophenyl)amino]-6-[(trans-4-carboxycyclohexyl)amino]pyrimido[5,4-d]pyrimidine by reaction with O-(benzotriazol-1-yl)-N,N,N',N',-tetramethyluronium tetrafluoroborate, triethylamine and morpholine. Melting point: 204°-207° C.; Rf : 0.53 (silica gel; petroleum ether/ethyl acetate/methanol=10:10:4) Starting materials: C(Br)(Br)(Br)Br (carbon tetrabromide), C1(=CC=CC=C1)P(C1=CC=CC=C1)C1=CC=CC=C1 (triphenylphosphine), C(C1=CC=CC=C1)OC1=C(C=C(C=O)C=C1OC)OC (4-benzyloxy-3,5-dimethoxybenzaldehyde). Solvent: C(Cl)Cl (methylene chloride), C(Cl)Cl (methylene chloride), C(Cl)Cl (methylene chloride). Yields the product BrC(=CC1=CC(=C(C(=C1)OC)OCC1=CC=CC=C1)OC)Br (β,β-dibromo-4-benzyloxy-3,5-dimethoxy-styrene). As a reaction SMILES: [C:1]([Br:5])(Br)(Br)[Br:2].C1(P(C2C=CC=CC=2)C2C=CC=CC=2)C=CC=CC=1.[CH2:25]([O:32][C:33]1[C:40]([O:41][CH3:42])=[CH:39][C:36]([CH:37]=O)=[CH:35][C:34]=1[O:43][CH3:44])[C:26]1[CH:31]=[CH:30][CH:29]=[CH:28][CH:27]=1>C(Cl)Cl>[Br:2][C:1]([Br:5])=[CH:37][C:36]1[CH:39]=[C:40]([O:41][CH3:42])[C:33]([O:32][CH2:25][C:26]2[CH:31]=[CH:30][CH:29]=[CH:28][CH:27]=2)=[C:34]([O:43][CH3:44])[CH:35]=1. Procedure details: The starting material is prepared as follows: To the mixture of 31.5 g of carbon tetrabromide and 65 ml of methylene chloride the solution of 50.0 g of triphenylphosphine in 175 ml of methylene chloride is added dropwise while stirring at 0°-5° under nitrogen. After 20 minutes the solution of 13.5 g of 4-benzyloxy-3,5-dimethoxybenzaldehyde in 50 ml of methylene chloride is added dropwise and the mixture stirred at room temperature for 2 hours. It is washed with 200 ml of water, dried and evapora... The yield is 30.0%. Reactants: ClCCOC1=NNC2=NC=NC(=C21)NC2=CC(=C(C=C2)OC=2C=NC(=CC2)C)C (3-(2-chloroethoxy)-N-{3-methyl-4-[(6-methylpyridin-3-yl)oxy]phenyl}-1H-pyrazolo[3,4-d]pyrimidin-4-amine), CN1CCNCC1 (N-methylpiperazine). Product: CC=1C=C(C=CC1OC=1C=NC(=CC1)C)NC1=C2C(=NC=N1)NN=C2OCCN2CCN(CC2)C (N-{3-methyl-4-[(6-methylpyridin-3-yl)oxy]phenyl}-3-[2-(4-methylpiperazin-1-yl)ethoxy]-1H-pyrazolo[3,4-d]pyrimidin-4-amine). Procedure details: The procedure described in Example 23 was repeated using 3-(2-chloroethoxy)-N-{3-methyl-4-[(6-methylpyridin-3-yl)oxy]phenyl}-1H-pyrazolo[3,4-d]pyrimidin-4-amine and N-methylpiperazine to give the title compound in 30% yield; NMR Spectrum: 2.10 (s, 3H), 2.19 (s, 3H), 2.30 (br s, 4H), 2.43 (s, 3H), 2.50 (hidden under DMSO, 4H), 2.79 (t, 2H), 4.43 (t, 2H), 6.96 (d, 1H), 7.17-7.24 (m, 2H), 7.61-7.64 (m, 2H), 8.16 (s, 1H), 8.30 (s, 1H), 8.34 (s, 1H); Mass Spectrum: 475 (MH+). Reaction SMILES: Cl[CH2:2][CH2:3][O:4][C:5]1[C:13]2[C:8](=[N:9][CH:10]=[N:11][C:12]=2[NH:14][C:15]2[CH:20]=[CH:19][C:18]([O:21][C:22]3[CH:23]=[N:24][C:25]([CH3:28])=[CH:26][CH:27]=3)=[C:17]([CH3:29])[CH:16]=2)[NH:7][N:6]=1.[CH3:30][N:31]1[CH2:36][CH2:35][NH:34][CH2:33][CH2:32]1>>[CH3:29][C:17]1[CH:16]=[C:15]([NH:14][C:12]2[N:11]=[CH:10][N:9]=[C:8]3[NH:7][N:6]=[C:5]([O:4][CH2:3][CH2:2][N:34]4[CH2:35][CH2:36][N:31]([CH3:30])[CH2:32][CH2:33]4)[C:13]=23)[CH:20]=[CH:19][C:18]=1[O:21][C:22]1[CH:23]=[N:24][C:25]([CH3:28])=[CH:26][CH:27]=1.